From a dataset of the Open Reaction Database (ORD), a public repository of structured organic reaction records. describe an organic reaction: reactants, conditions, products, and yield The reactants are [H][H] (Hydrogen), OC(CCCCC)C=1C=C(OCC2=NC=3CC(C(CC3C=C2)O)O)C=CC1 (2-(3-(1-Hydroxyhexyl)phenoxy)methyl-5,6,7,8-tetrahydroquinoline-6,7-diol), [H][H] (hydrogen). As a reaction SMILES: [OH:1][CH:2]([C:8]1[CH:9]=[C:10]([CH:25]=[CH:26][CH:27]=1)[O:11][CH2:12][C:13]1[CH:22]=[CH:21][C:20]2[CH2:19][CH:18](O)[CH:17](O)[CH2:16][C:15]=2[N:14]=1)[CH2:3][CH2:4][CH2:5][CH2:6][CH3:7].[H][H]>C(O)C.[Pt]>[OH:1][CH:2]([C:8]1[CH:9]=[C:10]([CH:25]=[CH:26][CH:27]=1)[O:11][CH2:12][C:13]1[CH:22]=[CH:21][C:20]2[CH2:19][CH2:18][CH2:17][CH2:16][C:15]=2[N:14]=1)[CH2:3][CH2:4][CH2:5][CH2:6][CH3:7]. Reagents/catalysts: [Pt] (platinum). Procedure details: The intermediate 5,8-dihydroquinoline derivative from Example 5 is dissolved in ethanol and hydrogenated over platinum catalyst. Hydrogen uptake is monitored and the reaction stopped when exactly one equivalent of hydrogen is absorbed. The catalyst is removed by filtration and the filtrate concentrated and chromatographed to give the title compound. The product is OC(CCCCC)C=1C=C(OCC2=NC=3CCCCC3C=C2)C=CC1 (2-(3-(1-Hydroxyhexyl)phenoxy)methyl-5,6,7,8-tetrahydroquinoline). The solvent is C(C)O (ethanol). Reactants: FC1=CC=C(C=C1)[N+](=O)[O-] (para-fluoronitrobenzene), C(C)(C)OCCN (2-aminoethyl isopropyl ether), C(=O)([O-])[O-].[K+].[K+] (K2CO3), water ice. Run in CN1C(CCC1)=O (N-methylpyrrolidinone). Reaction conditions: temperature 60 celsius. The product is C(C)(C)OCCNC1=CC=C(C=C1)[N+](=O)[O-] (N-(2-isopropoxyethyl)-4-nitro-1-aminobenzene). Yield: 80.9%. RXN SMILES: F[C:2]1[CH:7]=[CH:6][C:5]([N+:8]([O-:10])=[O:9])=[CH:4][CH:3]=1.[CH:11]([O:14][CH2:15][CH2:16][NH2:17])([CH3:13])[CH3:12].C([O-])([O-])=O.[K+].[K+]>CN1CCCC1=O>[CH:11]([O:14][CH2:15][CH2:16][NH:17][C:2]1[CH:7]=[CH:6][C:5]([N+:8]([O-:10])=[O:9])=[CH:4][CH:3]=1)([CH3:13])[CH3:12] |f:2.3.4|. Reported procedure: 2 g of para-fluoronitrobenzene was added to a solution of 20 ml of N-methylpyrrolidinone (NMP), 1.75 g of 2-aminoethyl isopropyl ether and 2.35 g of K2CO3. The reaction medium was heated at 60° C. for 8 hours and, after cooling to room temperature, was poured into a water+ice mixture. A yellow precipitate formed and was filtered off. The precipitate was reslurried in water and then dried over P2O5.2.57 g of N-(2-isopropoxyethyl)-4-nitro-1-aminobenzene (7) were obtained. Starting materials: C(C)(C)(C)OC(NC1=CC=C(C=C1)F)=O ((4-Fluoro-phenyl)-carbamic acid tert-butyl ester), FC(C(=O)O)(F)F (trifluoroacetic acid), [OH-].[Na+] (NaOH), C(C)(C)(C)[Li] (tert-Butyl lithium), CCO/C=C(\C)/C=O (3-ethoxymethacrolein). Run at temperature -20 celsius, time 1 hour. The product is FC=1C=C2C=C(C=NC2=CC1)C (6-fluoro-3-methyl-quinoline). The yield is 3.0%. RXN SMILES: C(O[C:6](=O)[NH:7][C:8]1[CH:13]=[CH:12][C:11]([F:14])=[CH:10][CH:9]=1)(C)(C)C.[C:16]([Li])(C)([CH3:18])[CH3:17].CCO/C=C(/C=O)\C.FC(F)(F)C(O)=O.[OH-].[Na+]>>[F:14][C:11]1[CH:12]=[C:13]2[C:8](=[CH:9][CH:10]=1)[N:7]=[CH:6][C:16]([CH3:18])=[CH:17]2 |f:4.5|. Procedure details: (4-Fluoro-phenyl)-carbamic acid tert-butyl ester (2.11 g, 10.0 mmol, ABCR, Karlsruhe, Germany) was added to a round bottom and purged with nitrogen. Anhydrous tetrahydrofuran (200 mL) was added to dissolve the solids and the flask placed in a dry ice/acetone bath (internal temperature −74° C. uncorrected). tert-Butyl lithium (1.7 M in pentane, 14.2 mL, 24.0 mmol) was added over 5 min causing a yellow color to develop. After the addition was complete the reaction was stirred in a −20° C. bath for... Reactants: C(C)(=O)NC1=CC=C(C=C1)Br (N-acetyl-4-bromoaniline), [O-]S(=O)(=O)C(F)(F)F.F[N+]1=CC=CC=C1 (N-fluoropyridinium triflate). The solvent is ClC(CCl)Cl (1,1,2-trichloroethane). Conditions: temperature 100 celsius. The product is C(C)(=O)NC1=C(C=C(C=C1)Br)F (N-Acetyl-2-fluoro-4-bromoaniline). The yield is 28.0%. As a reaction SMILES: [C:1]([NH:4][C:5]1[CH:10]=[CH:9][C:8]([Br:11])=[CH:7][CH:6]=1)(=[O:3])[CH3:2].[O-]S(C(F)(F)[F:17])(=O)=O.F[N+]1C=CC=CC=1>ClC(Cl)CCl>[C:1]([NH:4][C:5]1[CH:10]=[CH:9][C:8]([Br:11])=[CH:7][C:6]=1[F:17])(=[O:3])[CH3:2] |f:1.2|. Procedure: A mixture of 1.17 g (5.0 mmol) of N-acetyl-4-bromoaniline, 1.20 g (5.0 mmol) of N-fluoropyridinium triflate, and 50 ml of 1,1,2-trichloroethane was placed in a 100 ml 3-necked round bottomed flask equipped with a magnetic stirring bar, a thermometer, and a reflux condenser. The mixture was heated to 100° C. and allowed to react at that temperature for 20 hours. The mixture was then allowed to cool and the volatiles were removed by evaporation under reduced pressure. Analysis of the residue by st...